Task: describe an organic reaction: reactants, conditions, products, and yield. Dataset: the Open Reaction Database (ORD), a public repository of structured organic reaction records The reactants are O=C1C2=C(SC3=C(C1)C=CC=N3)C=CC(=C2)CC(=O)N ((5,6-dihydro-6-oxo benzo[b]pyrido[3,2-f]thiepin-8-yl)-acetamide), [OH-].[K+] (potassium hydroxide), O (water), CO (methanol), ice water. Run in C(C)(=O)O (acetic acid). The product is O=C1C2=C(SC3=C(C1)C=CC=N3)C=CC(=C2)CC(=O)O ((5,6-dihydro-6-oxo benzo[b]pyrido[3,2-f]thiepin-8-yl)-acetic acid). Isolated yield 29.9%. Reaction SMILES: [O:1]=[C:2]1[CH2:8][C:7]2[CH:9]=[CH:10][CH:11]=[N:12][C:6]=2[S:5][C:4]2[CH:13]=[CH:14][C:15]([CH2:17][C:18](N)=[O:19])=[CH:16][C:3]1=2.[OH-:21].[K+].O.CO>C(O)(=O)C>[O:1]=[C:2]1[CH2:8][C:7]2[CH:9]=[CH:10][CH:11]=[N:12][C:6]=2[S:5][C:4]2[CH:13]=[CH:14][C:15]([CH2:17][C:18]([OH:19])=[O:21])=[CH:16][C:3]1=2 |f:1.2|. Reported procedure: A mixture of 50 mg of (5,6-dihydro-6-oxo benzo[b]pyrido[3,2-f]thiepin-8-yl)-acetamide, 200 mg of potassium hydroxide, 2 ml of water and 15 ml of methanol was refluxed under a nitrogen atmosphere for 4 hours. After the completion of the reaction, the solvent was distilled off to obtain a residue, to which was added ice water. The mixture was acidified with acetic acid and extracted with chloroform. The extract was washed with water and dried over anhydrous sodium sulfate. The solvent was removed ... Reactants: C(C)(=O)O (acetic acid), ClC1=CC(=C(C=C1)NS(=O)(=O)C(F)(F)F)C(CC)=O (N-(4-chloro-2-propionylphenyl)trifluoromethanesulfonamide), CN(CCN)C (N,N-Dimethylethylenediamine), C1(CCCCC1)CON1C(C=2C(C1=O)=CC=CC2)=O (N-(cyclohexylmethoxy)phthalimide). Run in CCO (EtOH), CCO (EtOH). Run at time 2 hour. Product: ClC1=CC(=C(C=C1)NS(=O)(=O)C(F)(F)F)C(CC)=NOCC1CCCCC1 (N-[4-chloro-2-(1-cyclohexylmethoxyiminopropyl)phenyl]trifluoromethanesulfonamide). Isolated yield 91.5%. As a reaction SMILES: CN(C)CCN.[CH:7]1([CH2:13][O:14][N:15]2C(=O)C3=CC=CC=C3C2=O)[CH2:12][CH2:11][CH2:10][CH2:9][CH2:8]1.C(O)(=O)C.[Cl:30][C:31]1[CH:36]=[CH:35][C:34]([NH:37][S:38]([C:41]([F:44])([F:43])[F:42])(=[O:40])=[O:39])=[C:33]([C:45](=O)[CH2:46][CH3:47])[CH:32]=1>CCO>[Cl:30][C:31]1[CH:36]=[CH:35][C:34]([NH:37][S:38]([C:41]([F:44])([F:43])[F:42])(=[O:40])=[O:39])=[C:33]([C:45](=[N:15][O:14][CH2:13][CH:7]2[CH2:12][CH2:11][CH2:10][CH2:9][CH2:8]2)[CH2:46][CH3:47])[CH:32]=1. Procedure: N,N-Dimethylethylenediamine (1.53 mL, 13.18 mmol) was added to a solution of N-(cyclohexylmethoxy)phthalimide (2.33 g, 8.99 mmol) in EtOH (30 mL), and the reaction allowed to stir at RT for 2 hours. Glacial acetic acid (5 mL) was then added to adjust the mixture to ca. pH 4 followed by a solution of N-(4-chloro-2-propionylphenyl)trifluoromethanesulfonamide 22 (1.89 g, 5.99 mmol) in EtOH (10 mL), and the reaction stirred for 15 hours at RT. The reaction mixture was concentrated under vacuum, and ... Reactants: CC(C=C)(C)O (3-methyl-but-1-en-3-ol), C(CC(=O)C)(=O)OC (methyl acetoacetate), C=CC(O)(C)CCC=C(C)C (linalool), C(CC(=O)C)(=O)OC (methyl acetoacetate), CC(C=C)(C)O (3-methyl-but-1-en-3-ol), CC(C)[O-].CC(C)[O-].CC(C)[O-].[Al+3] (aluminum isopropylate). Conditions: temperature 165 celsius. The product is C(\C=C(/C)\CCC=C(C)C)CC(C)=O (geranylacetone), CC(C)=CCCC(C)=O (2-methyl-hept-2-en-6-one), CC(C=C)(C)O (3-methyl-but-1-en-3-ol). Reaction SMILES: [CH2:1]=[CH:2][C:3]([CH2:6][CH2:7][CH:8]=[C:9]([CH3:11])[CH3:10])([CH3:5])[OH:4].C(OC)(=O)[CH2:13][C:14]([CH3:16])=[O:15].[CH3:20][C:21]([OH:25])([CH3:24])[CH:22]=[CH2:23].CC([O-])C.CC([O-])C.CC([O-])C.[Al+3]>>[CH2:1]([CH2:13][C:14](=[O:15])[CH3:16])/[CH:2]=[C:3](/[CH2:6][CH2:7][CH:8]=[C:9]([CH3:11])[CH3:10])\[CH3:5].[CH3:10][C:9](=[CH:8][CH2:7][CH2:6][C:3](=[O:4])[CH3:2])[CH3:11].[CH3:20][C:21]([OH:25])([CH3:24])[CH:22]=[CH2:23] |f:3.4.5.6|. Procedure details: A mixture of 637 g of linalool (91% pure), 36 g of methyl acetoacetate, 6 g of 3-methyl-but-1-en-3-ol and 8.6 g of aluminum isopropylate was heated to 165° C. in the apparatus described in Example 12, and 642 g of methyl acetoacetate and 211 g of 3-methyl-but-1-en-3-ol were added dropwise in the course of 10 hours whilst maintaining a reaction temperature of 165° C., the temperature at the 2nd theoretical plate being kept at about 100° C. After a further 4 hours' reaction time at 165° C., the mi...